From a dataset of the Open Reaction Database (ORD), a public repository of structured organic reaction records. describe an organic reaction: reactants, conditions, products, and yield Starting materials: CN1CCCC1=O, CCN(C(C)C)C(C)C, ClC(Cl)Cl, O=S(=O)(Cl)CCCCl, CCCn1nc2c(N)nc3ccccc3c2c1CCN. The product is CCCn1nc2c(N)nc3ccccc3c2c1CCNS(=O)(=O)CCCCl. As a reaction SMILES: [CH3:38][N:39]1[CH2:40][CH2:41][CH2:42][C:43]1=[O:44].[CH:21]([N:22]([CH2:23][CH3:24])[CH:25]([CH3:26])[CH3:27])([CH3:28])[CH3:29].[CH:45]([Cl:46])([Cl:47])[Cl:48].[Cl:30][CH2:31][CH2:32][CH2:33][S:34](=[O:35])(=[O:36])[Cl:37].[NH2:1][CH2:2][CH2:3][c:4]1[n:5]([CH2:18][CH2:19][CH3:20])[n:6][c:7]2[c:8]([NH2:17])[n:9][c:10]3[cH:11][cH:12][cH:13][cH:14][c:15]3[c:16]12>>[NH:1]([CH2:2][CH2:3][c:4]1[n:5]([CH2:18][CH2:19][CH3:20])[n:6][c:7]2[c:8]([NH2:17])[n:9][c:10]3[cH:11][cH:12][cH:13][cH:14][c:15]3[c:16]12)[S:34]([CH2:33][CH2:32][CH2:31][Cl:30])(=[O:35])=[O:36]. The reactants are [Al+3], C1CCOC1, CO, Cl, [H-], [H-], [H-], [H-], [Li+], NC(C(=O)O)c1cc(F)c(F)c(F)c1, O. Yields the product NC(CO)c1cc(F)c(F)c(F)c1. RXN SMILES: [Al+3:7].[CH2:1]1[O:2][CH2:3][CH2:4][CH2:5]1.[CH3:27][OH:28].[ClH:12].[H-:10].[H-:11].[H-:6].[H-:9].[Li+:8].[NH2:13][CH:14]([C:15](=[O:16])[OH:17])[c:18]1[cH:19][c:20]([F:26])[c:21]([F:25])[c:22]([F:24])[cH:23]1.[OH2:29]>>[NH2:13][CH:14]([CH2:15][OH:16])[c:18]1[cH:19][c:20]([F:26])[c:21]([F:25])[c:22]([F:24])[cH:23]1. Reactants: CCn1cc(C(=O)O)c(=O)c2cc(F)c(Cl)cc21, CC1CNCC1CN, N. The product is CCn1cc(C(=O)O)c(=O)c2cc(F)c(N3CC(C)C(CN)C3)cc21. RXN SMILES: [Cl:1][c:2]1[c:3]([F:18])[cH:4][c:5]2[c:6](=[O:17])[c:7]([C:14](=[O:15])[OH:16])[cH:8][n:9]([CH2:12][CH3:13])[c:10]2[cH:11]1.[NH2:19][CH2:20][CH:21]1[CH2:22][NH:23][CH2:24][CH:25]1[CH3:26].[NH3:27]>>[c:2]1([N:23]2[CH2:22][CH:21]([CH2:20][NH2:19])[CH:25]([CH3:26])[CH2:24]2)[c:3]([F:18])[cH:4][c:5]2[c:6](=[O:17])[c:7]([C:14](=[O:15])[OH:16])[cH:8][n:9]([CH2:12][CH3:13])[c:10]2[cH:11]1. Reactants: Cl.S1C(=CC=C1)SC1CNC1 (3-(Thiophen-2-ylthio)-azetidine hydrochloride), CCN=C=NCCCN(C)C (EDCI), C=1C=CC2=C(C1)N=NN2O (HOBt), C(C)(C)N(CC)C(C)C (diisopropylethylamine), Cl.O=C1CCC=2C=C(C=NC2N1)/C=C/C(=O)O ((E)-3-(7-oxo-5,6,7,8-tetrahydro-1,8-naphthyridin-3-yl)-acrylic acid hydrochloride). The solvent is CN(C=O)C (dimethylformamide), O (water), C(C)(=O)OCC (ethyl acetate). Conditions: time 8 hour. Yields the product O=C(/C=C/C=1C=C2CCC(NC2=NC1)=O)N1CC(C1)SC=1SC=CC1 ((E)-6-(3-Oxo-3-(3-(thiophen-2-ylthio)azetidin-1-yl)prop-1-enyl)-3,4-dihydro-1,8-naphthyridin-2(1H)-one), solid. Yield: 37.0%. Reaction SMILES: Cl.[S:2]1[CH:6]=[CH:5][CH:4]=[C:3]1[S:7][CH:8]1[CH2:11][NH:10][CH2:9]1.CCN=C=NCCCN(C)C.C1C=CC2N(O)N=NC=2C=1.C(N(C(C)C)CC)(C)C.Cl.[O:43]=[C:44]1[NH:53][C:52]2[N:51]=[CH:50][C:49](/[CH:54]=[CH:55]/[C:56](O)=[O:57])=[CH:48][C:47]=2[CH2:46][CH2:45]1>CN(C)C=O.O.C(OCC)(=O)C>[O:57]=[C:56]([N:10]1[CH2:11][CH:8]([S:7][C:3]2[S:2][CH:6]=[CH:5][CH:4]=2)[CH2:9]1)/[CH:55]=[CH:54]/[C:49]1[CH:48]=[C:47]2[C:52](=[N:51][CH:50]=1)[NH:53][C:44](=[O:43])[CH2:45][CH2:46]2 |f:0.1,5.6|. Procedure details: 3-(Thiophen-2-ylthio)-azetidine hydrochloride (170 mg, 0.82 mmol), EDCI (157 mg, 0.82 mmol), HOBt (110 mg, 0.82 mmol) and diisopropylethylamine (240 μL, 1.36 mmol) were successively added to a solution of (E)-3-(7-oxo-5,6,7,8-tetrahydro-1,8-naphthyridin-3-yl)-acrylic acid hydrochloride (139 mg, 0.55 mmol) in dimethylformamide (14 mL) at room temperature. The reaction mixture was stirred overnight and then diluted by addition of ethyl acetate (40 mL) and water (40 mL). The aqueous phase was extra...